Dataset: the Open Reaction Database (ORD), a public repository of structured organic reaction records. Task: describe an organic reaction: reactants, conditions, products, and yield Starting materials: CC1(OC(NC2=C1C=C(C(=C2)[N+](=O)[O-])NC(C2=CC=NC=C2)=O)=O)C (4,4-dimethyl-6-isonicotinoylamino-7-nitro-4H-3,1-benzoxazin-2-one), C(C=1C(N)=CC=CC1)(=O)OC (methyl anthranilate), C[Mg]I (methyl magnesium iodide). Yields the product NC1=C(C=CC=C1)C(O)(C)C (o-aminophenyl-dimethylcarbinol). Reaction SMILES: [CH3:1][C:2]1([CH3:25])[C:7]2[CH:8]=[C:9](NC(=O)C3C=CN=CC=3)[C:10]([N+]([O-])=O)=[CH:11][C:6]=2[NH:5]C(=O)[O:3]1.C(OC)(=O)C1C(=CC=CC=1)N.C[Mg]I>>[NH2:5][C:6]1[CH:11]=[CH:10][CH:9]=[CH:8][C:7]=1[C:2]([CH3:25])([CH3:1])[OH:3]. Procedure: Thus, for example, 4,4-dimethyl-6-isonicotinoylamino-7-nitro-4H-3,1-benzoxazin-2-one is obtained by reacting methyl anthranilate with methyl magnesium iodide in ethereal solution to obtain o-aminophenyl-dimethylcarbinol, which is cyclised by reacting with phosgene in a mixture of toluene and chloroform as solvent in the presence of solid potassium carbonate to obtain 4,4-dimethyl-4H-3,1-benzoxazin-2-one. By subsequent nitration with fuming nitric acid (d=1.52), 4,4-dimethyl-6-nitro-benzoxazin-2-... Reaction SMILES: [CH3:20][c:21]1[cH:22][cH:23][cH:24][cH:25][cH:26]1.[Cl:1][S:2](=[O:3])(=[O:4])[N:5]=[C:6]=[O:7].[o:8]1[c:9](-[c:13]2[c:14]([OH:19])[cH:15][cH:16][cH:17][cH:18]2)[n:10][n:11][cH:12]1>>[S:2](=[O:3])(=[O:4])([N:5]=[C:6]=[O:7])[O:19][c:14]1[c:13](-[c:9]2[o:8][cH:12][n:11][n:10]2)[cH:18][cH:17][cH:16][cH:15]1. Starting materials: Cc1ccccc1, O=C=NS(=O)(=O)Cl, Oc1ccccc1-c1nnco1. The product is O=C=NS(=O)(=O)Oc1ccccc1-c1nnco1.